This data is from the Open Reaction Database (ORD), a public repository of structured organic reaction records. The task is: describe an organic reaction: reactants, conditions, products, and yield Starting materials: O=C([O-])[O-], C1COCCO1, O=c1c(Cl)nccn1-c1ccc(F)cc1, ClCCl, [Cs+], [Cs+], CC(=O)[O-], CC(=O)[O-], NC(=O)COc1ccccc1, [Pd+2], CC1(C)c2cccc(P(c3ccccc3)c3ccccc3)c2Oc2c(P(c3ccccc3)c3ccccc3)cccc21. The product is O=C(COc1ccccc1)Nc1nccn(-c2ccc(F)cc2)c1=O. Reaction SMILES: [C:69](=[O:70])([O-:71])[O-:72].[CH2:75]1[O:76][CH2:77][CH2:78][O:79][CH2:80]1.[Cl:1][c:2]1[c:3](=[O:15])[n:4](-[c:8]2[cH:9][cH:10][c:11]([F:14])[cH:12][cH:13]2)[cH:5][cH:6][n:7]1.[Cl:90][CH2:91][Cl:92].[Cs+:73].[Cs+:74].[O-:82][C:83]([CH3:84])=[O:85].[O-:86][C:87]([CH3:88])=[O:89].[O:16]([c:17]1[cH:18][cH:19][cH:20][cH:21][cH:22]1)[CH2:23][C:24](=[O:25])[NH2:26].[Pd+2:81].[c:27]1([P:28]([c:29]2[cH:30][cH:31][cH:32][cH:33][cH:34]2)[c:35]2[c:36]3[c:60]([cH:61][cH:62][cH:63]2)[C:57]([CH3:58])([CH3:59])[c:39]2[c:38]([c:43]([P:44]([c:45]4[cH:46][cH:47][cH:48][cH:49][cH:50]4)[c:51]4[cH:52][cH:53][cH:54][cH:55][cH:56]4)[cH:42][cH:41][cH:40]2)[O:37]3)[cH:64][cH:65][cH:66][cH:67][cH:68]1>>[c:2]1([NH:26][C:24]([CH2:23][O:16][c:17]2[cH:18][cH:19][cH:20][cH:21][cH:22]2)=[O:25])[c:3](=[O:15])[n:4](-[c:8]2[cH:9][cH:10][c:11]([F:14])[cH:12][cH:13]2)[cH:5][cH:6][n:7]1. Reactants: [N+](=O)([O-])C=1C=C(C=CC1)B(O)O (3-nitrobenzeneboronic acid), BrC1=CC(=C(N)C=C1)F (4-bromo-2-fluoroaniline), C(=O)([O-])[O-].[K+].[K+] (K2CO3). Reagents/catalysts: C=1C=CC(=CC1)[P](C=2C=CC=CC2)(C=3C=CC=CC3)[Pd]([P](C=4C=CC=CC4)(C=5C=CC=CC5)C=6C=CC=CC6)([P](C=7C=CC=CC7)(C=8C=CC=CC8)C=9C=CC=CC9)[P](C=1C=CC=CC1)(C=1C=CC=CC1)C=1C=CC=CC1 ((PPh3)4Pd). Solvent: C1(=CC=CC=C1)C (toluene), O (water), CCOC(=O)C (EtOAc). Run at temperature 95 celsius. Product: NC1=C(C=C(C=C1)C1=CC(=CC=C1)[N+](=O)[O-])F (4-amino-3-fluoro-3'-nitrobiphenyl). As a reaction SMILES: [N+:1]([C:4]1[CH:5]=[C:6](B(O)O)[CH:7]=[CH:8][CH:9]=1)([O-:3])=[O:2].Br[C:14]1[CH:20]=[CH:19][C:17]([NH2:18])=[C:16]([F:21])[CH:15]=1.C([O-])([O-])=O.[K+].[K+]>C1(C)C=CC=CC=1.O.CCOC(C)=O.C1C=CC([P]([Pd]([P](C2C=CC=CC=2)(C2C=CC=CC=2)C2C=CC=CC=2)([P](C2C=CC=CC=2)(C2C=CC=CC=2)C2C=CC=CC=2)[P](C2C=CC=CC=2)(C2C=CC=CC=2)C2C=CC=CC=2)(C2C=CC=CC=2)C2C=CC=CC=2)=CC=1>[NH2:18][C:17]1[CH:19]=[CH:20][C:14]([C:6]2[CH:7]=[CH:8][CH:9]=[C:4]([N+:1]([O-:3])=[O:2])[CH:5]=2)=[CH:15][C:16]=1[F:21] |f:2.3.4,^1:45,47,66,85|. Reported procedure: A mixture of 3-nitrobenzeneboronic acid (0.70.g, 4.2 mmol), 4-bromo-2-fluoroaniline (730 mg, 4.0 mmol), (PPh3)4Pd (93 mg, 0.08 mmol), and K2CO3 (0.69 g, 5.0 mmol) in toluene (20 mL) and water (2 mL) was heated at 95° C. for 16 h and the mixture was diluted with EtOAc (20 mL). The mixture was washed with water (10 mL) and brine (10 mL), concentrated and purified by silica gel chromatography to afford the 4-amino-3-fluoro-3'-nitrobiphenyl (structure 82 of Scheme XXI, where R1 =R3-7 =H, R8 =F) (0.4... Solvent: O1CCOCC1 (1,4-dioxane), C(C)(=O)OCC (ethyl acetate). Isolated yield 42.0%. Reported procedure: Water (0.1 ml), potassium carbonate (70 mg) and [1,1′-bis(diphenylphosphino)ferrocene]palladium(II) dichloride-dichloromethane adduct (6.9 mg) were added to a solution of the compound obtained in Step 1 of Example 31 (95 mg) and 2-methoxy-4-(4,4,5,5-tetramethyl-1,3,2-dioxaborolan-2-yl)phenol (51 mg) in 1,4-dioxane (1.5 ml), and the mixture was stirred at 100° C. for four hours. After leaving to cool, the reaction solution was diluted with ethyl acetate. The organic layer was washed with water an... Reactants: O (Water), C([O-])([O-])=O.[K+].[K+] (potassium carbonate), NC1=NC=C(C=C1C1=CC=C(C=C1)NC(=O)C1=CN(C=C(C1=O)C1=CC=C(C=C1)F)CC(F)(F)F)Br (N-[4-(2-Amino-5-bromopyridin-3-yl)phenyl]-5-(4-fluorophenyl)-4-oxo-1-(2,2,2-trifluoroethyl)-1,4-dihydropyridine-3-carboxamide), COC1=C(C=CC(=C1)B1OC(C(O1)(C)C)(C)C)O (2-methoxy-4-(4,4,5,5-tetramethyl-1,3,2-dioxaborolan-2-yl)phenol). Product: NC1=NC=C(C=C1C1=CC=C(C=C1)NC(=O)C1=CN(C=C(C1=O)C1=CC=C(C=C1)F)CC(F)(F)F)C1=CC(=C(C=C1)O)OC (N-{4-[2-Amino-5-(4-hydroxy-3-methoxyphenyl)pyridin-3-yl]phenyl}-5-(4-fluorophenyl)-4-oxo-1-(2,2,2-trifluoroethyl)-1,4-dihydropyridine-3-carboxamide). Reaction SMILES: O.C(=O)([O-])[O-].[K+].[K+].[NH2:8][C:9]1[C:14]([C:15]2[CH:20]=[CH:19][C:18]([NH:21][C:22]([C:24]3[C:29](=[O:30])[C:28]([C:31]4[CH:36]=[CH:35][C:34]([F:37])=[CH:33][CH:32]=4)=[CH:27][N:26]([CH2:38][C:39]([F:42])([F:41])[F:40])[CH:25]=3)=[O:23])=[CH:17][CH:16]=2)=[CH:13][C:12](Br)=[CH:11][N:10]=1.[CH3:44][O:45][C:46]1[CH:51]=[C:50](B2OC(C)(C)C(C)(C)O2)[CH:49]=[CH:48][C:47]=1[OH:61]>O1CCOCC1.C(OCC)(=O)C.C1C=CC(P(C2C=CC=CC=2)[C-]2C=CC=C2)=CC=1.C1C=CC(P(C2C=CC=CC=2)[C-]2C=CC=C2)=CC=1.Cl[Pd]Cl.[Fe+2].ClCCl>[NH2:8][C:9]1[C:14]([C:15]2[CH:20]=[CH:19][C:18]([NH:21][C:22]([C:24]3[C:29](=[O:30])[C:28]([C:31]4[CH:36]=[CH:35][C:34]([F:37])=[CH:33][CH:32]=4)=[CH:27][N:26]([CH2:38][C:39]([F:42])([F:41])[F:40])[CH:25]=3)=[O:23])=[CH:17][CH:16]=2)=[CH:13][C:12]([C:50]2[CH:49]=[CH:48][C:47]([OH:61])=[C:46]([O:45][CH3:44])[CH:51]=2)=[CH:11][N:10]=1 |f:1.2.3,8.9.10.11.12|. Run at temperature 100 celsius, time 4 hour. Reagents/catalysts: C1=CC=C(C=C1)P([C-]2C=CC=C2)C3=CC=CC=C3.C1=CC=C(C=C1)P([C-]2C=CC=C2)C3=CC=CC=C3.Cl[Pd]Cl.[Fe+2].ClCCl ([1,1′-bis(diphenylphosphino)ferrocene]palladium(II) dichloride dichloromethane). Reactants: COC(C(C(=O)C)Cl)=O (Methyl-2-chloroacetoacetate), C1(CCCC1)C(CCC1=CC(=C(C=C1)OC(C)C)F)=O (1-cyclopentyl-3-(3-fluoro-4-isopropoxyphenyl)propan-1-one), [H-].[Na+] (NaH), BrC1=CC(=C(C=C1)OC(C)C)F (4-(bromo)-2-fluoro-1-isopropoxybenzene), [Li]CCCC (n-BuLi), BrC1=NC=CC=C1 (2-Bromopyridine). Solvent: C1CCOC1 (THF), C1CCOC1 (THF). Conditions: temperature -40 celsius, time 30 minute. Yields the product ClC(C(=O)OC)C(CC(CCC1=CC(=C(C=C1)OC(C)C)F)(O)C1CCCC1)=O (Methyl 2-chloro-5-cyclopentyl-7-(3-fluoro-4-isopropoxyphenyl)-5-hydroxy-3-oxoheptanoate). Reaction SMILES: [CH3:1][O:2][C:3](=[O:9])[CH:4]([Cl:8])[C:5]([CH3:7])=[O:6].[H-].[Na+].[Li]CCCC.[CH:17]1([C:22](=[O:36])[CH2:23][CH2:24][C:25]2[CH:30]=[CH:29][C:28]([O:31][CH:32]([CH3:34])[CH3:33])=[C:27]([F:35])[CH:26]=2)[CH2:21][CH2:20][CH2:19][CH2:18]1.BrC1C=CC(OC(C)C)=C(F)C=1.BrC1C=CC=CN=1>C1COCC1>[Cl:8][CH:4]([C:5](=[O:6])[CH2:7][C:22]([CH:17]1[CH2:21][CH2:20][CH2:19][CH2:18]1)([OH:36])[CH2:23][CH2:24][C:25]1[CH:30]=[CH:29][C:28]([O:31][CH:32]([CH3:34])[CH3:33])=[C:27]([F:35])[CH:26]=1)[C:3]([O:2][CH3:1])=[O:9] |f:1.2|. Procedure details: Methyl-2-chloroacetoacetate (2.0 mL, 16.2 mmol) was added to a cooled 0° C. suspension of NaH (0.65 g, 16.2 mmol, 60% dispersion in mineral oil) in THF (54 mL). After 15 min the solution was cooled to −40° C. and n-BuLi (10.0 mL, 16.2 mmol, 1.6M in hexanes) was added. The resulting dianion was stirred for an additional 30 min and then treated with a solution of 1-cyclopentyl-3-(3-fluoro-4-isopropoxyphenyl)propan-1-one (1.5 g, 5.4 mmol, compound was prepared analogously to Step 1 of Example A(82)... Reactants: C(C)(C)(C)OC(=O)N1C(CC(C1)N(C(=O)OCC(Cl)(Cl)Cl)CC1=CC=CC=C1)C(=O)N1CCN(CC1)C1=C(C=CC=C1)C#N (2-[4-(2-cyano-phenyl)-piperazine-1-carbonyl]-4-[(benzyl)-(2,2,2-trichloroethoxycarbonyl)-amino]-pyrrolidine-1-carboxylic acid tert-butyl ester), C(=O)(C(F)(F)F)O (CF3COOH). Conditions: time 5 hour. Yields the product ClC(COC(N(CC1=CC=CC=C1)C1CNC(C1)C(=O)N1CCN(CC1)C1=C(C=CC=C1)C#N)=O)(Cl)Cl ({5-[4-(2-cyano-phenyl)-piperazine-1-carbonyl]-pyrrolidin-3-yl}-(benzyl)-carbamic acid 2,2,2-trichloro-ethyl ester). RXN SMILES: C(OC([N:8]1[CH2:12][CH:11]([N:13]([CH2:22][C:23]2[CH:28]=[CH:27][CH:26]=[CH:25][CH:24]=2)[C:14]([O:16][CH2:17][C:18]([Cl:21])([Cl:20])[Cl:19])=[O:15])[CH2:10][CH:9]1[C:29]([N:31]1[CH2:36][CH2:35][N:34]([C:37]2[CH:42]=[CH:41][CH:40]=[CH:39][C:38]=2[C:43]#[N:44])[CH2:33][CH2:32]1)=[O:30])=O)(C)(C)C.C(O)(C(F)(F)F)=O>>[Cl:21][C:18]([Cl:19])([Cl:20])[CH2:17][O:16][C:14](=[O:15])[N:13]([CH:11]1[CH2:10][CH:9]([C:29]([N:31]2[CH2:32][CH2:33][N:34]([C:37]3[CH:42]=[CH:41][CH:40]=[CH:39][C:38]=3[C:43]#[N:44])[CH2:35][CH2:36]2)=[O:30])[NH:8][CH2:12]1)[CH2:22][C:23]1[CH:28]=[CH:27][CH:26]=[CH:25][CH:24]=1. Procedure: A mixture of 2-[4-(2-cyano-phenyl)-piperazine-1-carbonyl]-4-[(benzyl)-(2,2,2-trichloroethoxycarbonyl)-amino]-pyrrolidine-1-carboxylic acid tert-butyl ester and CF3COOH are stirred at rt for about 5 h, and then concentrated to give {5-[4-(2-cyano-phenyl)-piperazine-1-carbonyl]-pyrrolidin-3-yl}-(benzyl)-carbamic acid 2,2,2-trichloro-ethyl ester (22).